describe an organic reaction: reactants, conditions, products, and yield From a dataset of the Open Reaction Database (ORD), a public repository of structured organic reaction records. Starting materials: OC(N1N=CC(=C1)C(=O)OC)C=1SC=C(N1)C1=CC(=CC=C1)C(F)(F)F (methyl 1-(hydroxy{4-[3-(trifluoromethyl)phenyl]-1,3-thiazol-2-yl}methyl)-1H-pyrazole-4-carboxylate), [OH-].[Na+] (sodium hydroxide), C(C)O (ethanol), Cl (hydrochloric acid). Reaction conditions: time 4 hour. Yields the product OC(C1=CC=C(C(=O)O)C=C1)C=1SC=C(N1)C1=CC(=CC=C1)C(F)(F)F (4-(hydroxy{4-[3-(trifluoromethyl)phenyl]-1,3-thiazol-2-yl}methyl)benzoic acid). Reaction SMILES: [OH:1][CH:2]([C:12]1[S:13][CH:14]=[C:15]([C:17]2[CH:22]=[CH:21][CH:20]=[C:19]([C:23]([F:26])([F:25])[F:24])[CH:18]=2)[N:16]=1)N1C=C(C(OC)=O)C=N1.[OH-:27].[Na+].Cl.[CH2:30]([OH:32])[CH3:31]>>[OH:1][CH:2]([C:12]1[S:13][CH:14]=[C:15]([C:17]2[CH:22]=[CH:21][CH:20]=[C:19]([C:23]([F:24])([F:25])[F:26])[CH:18]=2)[N:16]=1)[C:17]1[CH:18]=[CH:19][C:31]([C:30]([OH:27])=[O:32])=[CH:14][CH:15]=1 |f:1.2|. Procedure details: A mixture of the compound (0.65 g) obtained in Example 198b, 2N aqueous sodium hydroxide solution (10 mL) and ethanol (10 mL) was stirred at room temperature for 4 hr. To the reaction mixture was added 1N hydrochloric acid, and the mixture was adjusted to pH 2-3 and extracted with ethyl acetate. The ethyl acetate layer was washed with saturated brine, dried over sodium sulfate, and concentrated under reduced pressure. The residue was purified by preparative liquid chromatography to give the titl... The reactants are resultant solution, C([C@@H]1[C@H]([C@@H]([C@H]([C@H](O1)O[C@@H]2[C@H](O[C@H]([C@@H]([C@H]2O)O)O)CO)O)O)O)O (maltose), C[C@@H]1CC[C@H]([C@@H](C1)O)C(C)C (L-menthol). The solvent is C(C)O (ethyl alcohol). Yields the product C1(CC(C(CC1)C(C)C)O)C (menthol). Reaction SMILES: [CH3:1][C@H:2]1[CH2:7][C@@H:6]([OH:8])[C@H:5]([CH:9]([CH3:11])[CH3:10])[CH2:4][CH2:3]1.C(O)[C@H]1O[C@H](O[C@H]2[C@H](O)[C@@H](O)[C@H](O)O[C@@H]2CO)[C@H](O)[C@@H](O)[C@@H]1O>C(O)C>[CH:2]1([CH3:1])[CH2:3][CH2:4][CH:5]([CH:9]([CH3:10])[CH3:11])[CH:6]([OH:8])[CH2:7]1. Reported procedure: Two-hundred and sixteen parts of L-menthol and 43.2 parts of eucalyptus oil were dissolved in 100 parts of ethyl alcohol, and the resultant solution was added with 800 parts of an anhydrous maltose obtained by the method in Example for Reference 3. The resultant was granulated by spraying thereto 105 parts of a peppermint liquor, moisture content of about 50%, with stirring. Starting materials: BrC=1C(=C(C(=O)OC)C=C(C1F)F)F (methyl 3-bromo-2,4,5-trifluorobenzoate), [Cu]C#N (copper(I) cyanide). The solvent is CN(C=O)C (dimethylformamide). The product is C(#N)C=1C(=C(C(=O)OC)C=C(C1F)F)F (Methyl 3-Cyano-2,4,5-trifluorobenzoate). Isolated yield 61.8%. As a reaction SMILES: Br[C:2]1[C:3]([F:14])=[C:4]([CH:9]=[C:10]([F:13])[C:11]=1[F:12])[C:5]([O:7][CH3:8])=[O:6].[Cu][C:16]#[N:17]>CN(C)C=O>[C:16]([C:2]1[C:3]([F:14])=[C:4]([CH:9]=[C:10]([F:13])[C:11]=1[F:12])[C:5]([O:7][CH3:8])=[O:6])#[N:17]. Procedure details: A mixture of 269 g of methyl 3-bromo-2,4,5-trifluorobenzoate, 108 g of copper(I) cyanide and 400 ml of dimethylformamide is heated under reflux for 5 hours. All volatile components are distilled off in vacuo. Fractional distillation of the resulting mixture gives 133 g of the title compound. The reactants are Cl (HCl), COC=1C=C2CCC(C2=CC1)=O (5-Methoxy-indan-1-one), [Na].C(C)(C)(C)C1=CC(=C(C=C1)S)C (4-tert-butyl-2-methyl-benzenethiol sodium salt), O (water). Run in CCOC(=O)C (EtOAc). The product is OC=1C=C2CCC(C2=CC1)=O (5-hydroxy-indan-1-one). The yield is 45.8%. Reaction SMILES: C[O:2][C:3]1[CH:4]=[C:5]2[C:9](=[CH:10][CH:11]=1)[C:8](=[O:12])[CH2:7][CH2:6]2.[Na].C(C1C=CC(S)=C(C)C=1)(C)(C)C.O.Cl>CCOC(C)=O>[OH:2][C:3]1[CH:4]=[C:5]2[C:9](=[CH:10][CH:11]=1)[C:8](=[O:12])[CH2:7][CH2:6]2 |f:1.2,^1:12|. Reported procedure: 5-Methoxy-indan-1-one (8 g, 49.3 mmol), and 4-tert-butyl-2-methyl-benzenethiol sodium salt (11.92 g, 59.2 mmol) were heated at 142° C. for 1 hr under argon. After cooling to RT, water (80 ml) was added followed by 1N HCl (80 ml) and EtOAc (120 ml). The mixture was shaken and the aqueous phase extracted with EtOAc (100 ml), the combined organic extracts were washed with satd.NaCl solution (100 ml) and dried with Na2SO4, filtered and evaporated. The residue was chomatographed over SiO2 (Merck 230-... The reactants are NC1=CC(=C(OC2=C3C4=C(C(NC3=NC=C2)=O)C=CC=C4)C=C1)F (1-(4-Amino-2-fluoro-phenoxy)-5H-benzo[c][1,8]naphthyridin-6-one), FC1=CC=C(C=C1)N1C(C(=CC=C1)C(=O)O)=O (1-(4-fluoro-phenyl)-2-oxo-1,2-dihydro-pyridine-3-carboxylic acid). Product: FC=1C=C(C=CC1OC1=C2C3=C(C(NC2=NC=C1)=O)C=CC=C3)NC(=O)C=3C(N(C=CC3)C3=CC=C(C=C3)F)=O (1-(4-Fluoro-phenyl)-2-oxo-1,2-dihydro-pyridine-3-carboxylic acid [3-fluoro-4-(6-oxo-5,6-dihydro-benzo[c][1,8]naphthyridin-1-yloxy)-phenyl]-amide). Yield: 87.4%. As a reaction SMILES: [NH2:1][C:2]1[CH:23]=[CH:22][C:5]([O:6][C:7]2[CH:16]=[CH:15][N:14]=[C:13]3[C:8]=2[C:9]2[CH:21]=[CH:20][CH:19]=[CH:18][C:10]=2[C:11](=[O:17])[NH:12]3)=[C:4]([F:24])[CH:3]=1.[F:25][C:26]1[CH:31]=[CH:30][C:29]([N:32]2[CH:37]=[CH:36][CH:35]=[C:34]([C:38](O)=[O:39])[C:33]2=[O:41])=[CH:28][CH:27]=1>>[F:24][C:4]1[CH:3]=[C:2]([NH:1][C:38]([C:34]2[C:33](=[O:41])[N:32]([C:29]3[CH:28]=[CH:27][C:26]([F:25])=[CH:31][CH:30]=3)[CH:37]=[CH:36][CH:35]=2)=[O:39])[CH:23]=[CH:22][C:5]=1[O:6][C:7]1[CH:16]=[CH:15][N:14]=[C:13]2[C:8]=1[C:9]1[CH:21]=[CH:20][CH:19]=[CH:18][C:10]=1[C:11](=[O:17])[NH:12]2. Reported procedure: The title compound was synthesized according to the procedure described for the preparation of Example 181 using Compound 182 (50 mg, 0.16 mmol) and 1-(4-fluoro-phenyl)-2-oxo-1,2-dihydro-pyridine-3-carboxylic acid (44 mg, 0.19 mmol) to provide 184 (75 mg, 90% yield) as a dark solid. LC-MS (M+H=537, obsd.=537). The reactants are COC(=O)C1CCN(c2ccc(CNC(C)c3ccccc3)cc2NC(=O)c2cc(C)on2)CC1, N. The product is Cc1cc(C(=O)Nc2cc(CNC(C)c3ccccc3)ccc2N2CCC(C(N)=O)CC2)no1. RXN SMILES: [CH3:1][c:2]1[cH:3][c:4]([C:7](=[O:8])[NH:9][c:10]2[c:11]([N:26]3[CH2:27][CH2:28][CH:29]([C:32](=[O:33])[O:34][CH3:35])[CH2:30][CH2:31]3)[cH:12][cH:13][c:14]([CH2:16][NH:17][CH:18]([CH3:19])[c:20]3[cH:21][cH:22][cH:23][cH:24][cH:25]3)[cH:15]2)[n:5][o:6]1.[NH3:36]>>[CH3:1][c:2]1[cH:3][c:4]([C:7](=[O:8])[NH:9][c:10]2[c:11]([N:26]3[CH2:27][CH2:28][CH:29]([C:32](=[O:33])[NH2:36])[CH2:30][CH2:31]3)[cH:12][cH:13][c:14]([CH2:16][NH:17][CH:18]([CH3:19])[c:20]3[cH:21][cH:22][cH:23][cH:24][cH:25]3)[cH:15]2)[n:5][o:6]1. The reactants are [Br-], C1CCOC1, C[Mg+], O=C(c1ccc(Cl)cc1)c1ccccc1F. The product is CC(O)(c1ccc(Cl)cc1)c1ccccc1F. RXN SMILES: [Br-:17].[CH2:20]1[O:21][CH2:22][CH2:23][CH2:24]1.[CH3:18][Mg+:19].[Cl:1][c:2]1[cH:3][cH:4][c:5]([C:8](=[O:9])[c:10]2[c:11]([F:16])[cH:12][cH:13][cH:14][cH:15]2)[cH:6][cH:7]1>>[Cl:1][c:2]1[cH:3][cH:4][c:5]([C:8]([OH:9])([c:10]2[c:11]([F:16])[cH:12][cH:13][cH:14][cH:15]2)[CH3:18])[cH:6][cH:7]1.